Dataset: the Open Reaction Database (ORD), a public repository of structured organic reaction records. Task: describe an organic reaction: reactants, conditions, products, and yield Starting materials: O=C([O-])[O-], CCOC(=O)Cc1cc(OCc2ccccc2)cc(OS(=O)(=O)C(F)(F)F)c1, COCCOC, CCOC(C)=O, OB(O)c1ccc(C(F)(F)F)cc1, [Na+], [Na+]. Product: CCOC(=O)Cc1cc(OCc2ccccc2)cc(-c2ccc(C(F)(F)F)cc2)c1. As a reaction SMILES: [C:48](=[O:49])([O-:50])[O-:51].[CH2:1]([CH3:2])[O:3][C:4]([CH2:5][c:6]1[cH:7][c:8]([O:20][CH2:21][c:22]2[cH:23][cH:24][cH:25][cH:26][cH:27]2)[cH:9][c:10]([O:12][S:13]([C:14]([F:15])([F:16])[F:17])(=[O:18])=[O:19])[cH:11]1)=[O:28].[CH3:42][O:43][CH2:44][CH2:45][O:46][CH3:47].[CH3:54][CH2:55][O:56][C:57]([CH3:58])=[O:59].[F:29][C:30]([c:31]1[cH:32][cH:33][c:34]([B:37]([OH:38])[OH:39])[cH:35][cH:36]1)([F:40])[F:41].[Na+:52].[Na+:53]>>[CH2:1]([CH3:2])[O:3][C:4]([CH2:5][c:6]1[cH:7][c:8]([O:20][CH2:21][c:22]2[cH:23][cH:24][cH:25][cH:26][cH:27]2)[cH:9][c:10](-[c:34]2[cH:33][cH:32][c:31]([C:30]([F:29])([F:40])[F:41])[cH:36][cH:35]2)[cH:11]1)=[O:28]. Starting materials: N1N=NC=C1 (1,2,3-triazole), CS(=O)(=O)OCCCC1=CC=C(C=C1)OCC=1N=C(OC1)\C=C\C1=CC=CC=C1 (3-[4-[2-[(E)-2-phenylethenyl]-4-oxazolylmethoxy]phenyl]propyl methanesulfonate). Yields the product C1(=CC=CC=C1)/C=C/C=1OC=C(N1)COC1=CC=C(C=C1)CCCN1N=CC=N1 (2-[3-[4-[2-[(E)-2-phenylethenyl]-4-oxazolylmethoxy]phenyl]propyl]-2H-1,2,3-triazole). Isolated yield 35.0%. Reaction SMILES: [NH:1]1[CH:5]=[CH:4][N:3]=[N:2]1.CS(O[CH2:11][CH2:12][CH2:13][C:14]1[CH:19]=[CH:18][C:17]([O:20][CH2:21][C:22]2[N:23]=[C:24](/[CH:27]=[CH:28]/[C:29]3[CH:34]=[CH:33][CH:32]=[CH:31][CH:30]=3)[O:25][CH:26]=2)=[CH:16][CH:15]=1)(=O)=O>>[C:29]1(/[CH:28]=[CH:27]/[C:24]2[O:25][CH:26]=[C:22]([CH2:21][O:20][C:17]3[CH:16]=[CH:15][C:14]([CH2:13][CH2:12][CH2:11][N:2]4[N:3]=[CH:4][CH:5]=[N:1]4)=[CH:19][CH:18]=3)[N:23]=2)[CH:30]=[CH:31][CH:32]=[CH:33][CH:34]=1. Procedure: In substantially the same manner as in Working Example 8, 1,2,3-triazole was allowed to react with 3-[4-[2-[(E)-2-phenylethenyl]-4-oxazolylmethoxy]phenyl]propyl methanesulfonate. The reaction mixture was subjected to a silica gel column chromatography. From the fraction eluted with ethyl acetate-hexane (1:1, v/v), 2-[3-[4-[2-[(E)-2-phenylethenyl]-4-oxazolylmethoxy]phenyl]propyl]-2H-1,2,3-triazole was obtained. The yield was 35%. Recrystallization from ethyl acetate-hexane gave colorless prisms, ... Starting materials: CO[C@]1(O[C@@H]2CCC/C=C/CCCCCC(O[C@@H](C1)C2)=O)[C@H]2N(C(SC2)=O)CC2=CC=C(C=C2)OC ((R)-4-((1R,14R,16R,E)-16-methoxy-3-oxo-2,15-dioxa-bicyclo[12.3.1]octadec-9-en-16-yl)-3-(4-methoxybenzyl)thiazolidin-2-one), CO[C@]1(O[C@@H]2CCCC=CCC\C(=C/C(O[C@@H](C1)C2)=O)\C)[C@H]2N(C(SC2)=O)CC2=CC=C(C=C2)OC ((R)-4-((1R,4Z,13R,15R)-15-methoxy-5-methyl-3-oxo-2,14-dioxa-bicyclo[11.3.1]heptadeca-4,8-dien-15-yl)-3-(4-methoxybenzyl)thiazolidin-2-one). Yields the product CO[C@]1(O[C@@H]2CCCCCCCCCCC(O[C@@H](C1)C2)=O)[C@H]2N(C(SC2)=O)CC2=CC=C(C=C2)OC ((R)-4-((1R,14R,16R)-16-Methoxy-3-oxo-2,15-dioxa-bicyclo[12.3.1]octadecan-16-yl)-3-(4-methoxybenzyl)thiazolidin-2-one). RXN SMILES: [CH3:1][O:2][C@:3]1([C@@H:22]2[CH2:26][S:25][C:24](=[O:27])[N:23]2[CH2:28][C:29]2[CH:34]=[CH:33][C:32]([O:35][CH3:36])=[CH:31][CH:30]=2)[CH2:19][C@H:18]2[CH2:20][C@@H:5]([CH2:6][CH2:7][CH2:8][CH:9]=[CH:10][CH2:11][CH2:12][CH2:13][CH2:14][CH2:15][C:16](=[O:21])[O:17]2)[O:4]1.CO[C@]1([C@@H]2CSC(=O)N2CC2C=CC(OC)=CC=2)C[C@H]2C[C@@H](CCCC=CCCC(C)=CC(=O)O2)O1>>[CH3:1][O:2][C@:3]1([C@@H:22]2[CH2:26][S:25][C:24](=[O:27])[N:23]2[CH2:28][C:29]2[CH:30]=[CH:31][C:32]([O:35][CH3:36])=[CH:33][CH:34]=2)[CH2:19][C@H:18]2[CH2:20][C@@H:5]([CH2:6][CH2:7][CH2:8][CH2:9][CH2:10][CH2:11][CH2:12][CH2:13][CH2:14][CH2:15][C:16](=[O:21])[O:17]2)[O:4]1. Procedure: Application of the method shown in Example 41, with the modification that (R)-4-((1R,14R,16R,E)-16-methoxy-3-oxo-2,15-dioxa-bicyclo[12.3.1]octadec-9-en-16-yl)-3-(4-methoxybenzyl)thiazolidin-2-one was substituted for (R)-4-((1R,4Z,13R,15R)-15-methoxy-5-methyl-3-oxo-2,14-dioxa-bicyclo[11.3.1]heptadeca-4,8-dien-15-yl)-3-(4-methoxybenzyl)thiazolidin-2-one, afforded the title compound.